Dataset: the Open Reaction Database (ORD), a public repository of structured organic reaction records. Task: describe an organic reaction: reactants, conditions, products, and yield Starting materials: CN(C)C(=O)c1ccc(Br)cn1, Cl, C1CNC1. RXN SMILES: [CH3:1][N:2]([C:3](=[O:4])[c:5]1[n:6][cH:7][c:8]([Br:11])[cH:9][cH:10]1)[CH3:12].[ClH:13].[NH:14]1[CH2:15][CH2:17][CH2:16]1>>[CH2:1]1[N:2]([C:3](=[O:4])[c:5]2[n:6][cH:7][c:8]([Br:11])[cH:9][cH:10]2)[CH2:12][CH2:15]1. The product is O=C(c1ccc(Br)cn1)N1CCC1. Reactants: BrCC=1C=C(C#N)C=CC1 (3-(bromomethyl)-benzonitrile), CNC (dimethylamine), CCOCC (ether). Run in O (water), O (water). Product: CN(C)CC=1C=C(C#N)C=CC1 (3-Dimethylaminomethyl-benzonitrile). Yield: 62.0%. As a reaction SMILES: Br[CH2:2][C:3]1[CH:4]=[C:5]([CH:8]=[CH:9][CH:10]=1)[C:6]#[N:7].[CH3:11][NH:12][CH3:13].CCOCC>O>[CH3:11][N:12]([CH2:2][C:3]1[CH:4]=[C:5]([CH:8]=[CH:9][CH:10]=1)[C:6]#[N:7])[CH3:13]. Reported procedure: A mixture of 3-(bromomethyl)-benzonitrile (3 g, 15.3 mmol) and a solution of 40% dimethylamine in water was heated in a sealed teflon vessel under microwave irradiation (7 min, 600 watts, 150° C., 11 bar). After cooling the resulting mixture was partioned between water and ether, the aqueous phase was extracted three times with ether, washed with satd. NaCl then dried with Na2SO4 and the solvent evaporated. The resulting yellow oil was distilled in a Kugelrohr apparatus at 60-80° C. and 0.002 mb... Reaction SMILES: [Cl:1][c:2]1[cH:3][cH:4][c:5]([C:8]([C:9](=[O:10])[OH:11])([CH3:12])[CH3:13])[cH:6][cH:7]1.[NH2:14][CH2:15][CH2:16][CH2:17][N:18]1[CH2:19][CH2:20][CH:21]([c:24]2[cH:25][cH:26][c:27]([F:36])[c:28]([NH:30][C:31]([CH2:32][CH2:33][CH3:34])=[O:35])[cH:29]2)[CH2:22][CH2:23]1>>[Cl:1][c:2]1[cH:3][cH:4][c:5]([C:8]([C:9](=[O:11])[NH:14][CH2:15][CH2:16][CH2:17][N:18]2[CH2:19][CH2:20][CH:21]([c:24]3[cH:25][cH:26][c:27]([F:36])[c:28]([NH:30][C:31]([CH2:32][CH2:33][CH3:34])=[O:35])[cH:29]3)[CH2:22][CH2:23]2)([CH3:12])[CH3:13])[cH:6][cH:7]1. Starting materials: CC(C)(C(=O)O)c1ccc(Cl)cc1, CCCC(=O)Nc1cc(C2CCN(CCCN)CC2)ccc1F. The product is CCCC(=O)Nc1cc(C2CCN(CCCNC(=O)C(C)(C)c3ccc(Cl)cc3)CC2)ccc1F. The reactants are C1[C@@H]2[C@H]1C(C=C1CC[C@H]3[C@@H]4CCC([C@@]4(C)CC[C@@H]3[C@@]21C)=O)=O (1β,2β-Methylene-4-androstene-3,17-dione), C(C)(=O)O (acetic acid). The reagents and catalysts are [Zn] (zinc). Solvent: C1=CC=CC=C1 (benzene). Yields the product C[C@@H]1CC(C=C2CC[C@H]3[C@@H]4CCC([C@@]4(C)CC[C@@H]3[C@@]12C)=O)=O (1β-methyl-4-androstene-3,17-dione). RXN SMILES: [CH2:1]1[C@@H:3]2[C:4](=[O:22])[CH:5]=[C:6]3[C@:19]([CH3:20])([C@H:2]12)[C@@H:18]1[C@H:9]([C@H:10]2[C@@:14]([CH2:16][CH2:17]1)([CH3:15])[C:13](=[O:21])[CH2:12][CH2:11]2)[CH2:8][CH2:7]3.C(O)(=O)C>[Zn].C1C=CC=CC=1>[CH3:1][C@H:2]1[C@@:19]2([CH3:20])[C:6]([CH2:7][CH2:8][C@@H:9]3[C@@H:18]2[CH2:17][CH2:16][C@@:14]2([CH3:15])[C@H:10]3[CH2:11][CH2:12][C:13]2=[O:21])=[CH:5][C:4](=[O:22])[CH2:3]1. Procedure details: 1β,2β-Methylene-4-androstene-3,17-dione, zinc powder, and acetic acid are refluxed together for a period of 1 hour. On cooling benzene is added, the suspension filtered and the filtrate taken to dryness under vacuum. The residue is chromatographed on silica gel and eluted with methylenechloride. Recrystallization from acetone-hexane yields 1β-methyl-4-androstene-3,17-dione. The reactants are C(C=C)[C@H]1C(N[C@@H]([C@H](C1)C1=CC(=CC=C1)Cl)C1=CC=C(C=C1)Cl)=O ((3R,5R,6S)-3-allyl-5-(3-chlorophenyl)-6-(4-chlorophenyl)piperidin-2-one), BrCC1CCCC1 ((bromomethyl)cyclopentane). Product: C(C=C)[C@H]1C(N([C@@H]([C@H](C1)C1=CC(=CC=C1)Cl)C1=CC=C(C=C1)Cl)CC1CCCC1)=O ((3R,5R,6S)-3-allyl-5-(3-chlorophenyl)-6-(4-chlorophenyl)-1-(cyclopentylmethyl)piperidin-2-one). Reaction SMILES: [CH2:1]([C@@H:4]1[CH2:9][C@H:8]([C:10]2[CH:15]=[CH:14][CH:13]=[C:12]([Cl:16])[CH:11]=2)[C@@H:7]([C:17]2[CH:22]=[CH:21][C:20]([Cl:23])=[CH:19][CH:18]=2)[NH:6][C:5]1=[O:24])[CH:2]=[CH2:3].Br[CH2:26][CH:27]1[CH2:31][CH2:30][CH2:29][CH2:28]1>>[CH2:1]([C@@H:4]1[CH2:9][C@H:8]([C:10]2[CH:15]=[CH:14][CH:13]=[C:12]([Cl:16])[CH:11]=2)[C@@H:7]([C:17]2[CH:22]=[CH:21][C:20]([Cl:23])=[CH:19][CH:18]=2)[N:6]([CH2:26][CH:27]2[CH2:31][CH2:30][CH2:29][CH2:28]2)[C:5]1=[O:24])[CH:2]=[CH2:3]. Procedure details: The title compound was prepared from (3R,5R,6S)-3-allyl-5-(3-chlorophenyl)-6-(4-chlorophenyl)piperidin-2-one (Example 42, Step A) and (bromomethyl)cyclopentane as described in Example 44, Step A. Purification of the residue by silica gel prep plate (25% EtOAc/hexanes) provided the title compound as a colorless solid. The reactants are ice, [OH-].C(C1=CC=CC=C1)[N+](CC)(CC)CC (benzyl triethylammonium hydroxide), C1(=CC=CC=C1)C(C#N)C1=NC=CC=C1 (phenyl-2-pyridyl acetonitrile), N1=CC=CC=C1 (pyridine), C=O (paraformaldehyde). Run in O (water). Run at time 24 hour. The product is C(#N)C(CO)(C1=CC=CC=C1)C1=NC=CC=C1 (2-cyano-2-(2-pyridyl)-2-phenyl ethanol). RXN SMILES: [C:1]1([CH:7]([C:10]2[CH:15]=[CH:14][CH:13]=[CH:12][N:11]=2)[C:8]#[N:9])[CH:6]=[CH:5][CH:4]=[CH:3][CH:2]=1.N1C=CC=CC=1.[CH2:22]=[O:23].[OH-].C([N+](CC)(CC)CC)C1C=CC=CC=1>O>[C:8]([C:7]([C:10]1[CH:15]=[CH:14][CH:13]=[CH:12][N:11]=1)([C:1]1[CH:2]=[CH:3][CH:4]=[CH:5][CH:6]=1)[CH2:22][OH:23])#[N:9] |f:3.4|. Reported procedure: To an ice cold stirred solution of phenyl-2-pyridyl acetonitrile* (50 g., 0.26 mole) in 350 ml. of pyridine containing a suspension of paraformaldehyde (31 g., 1.0 mole) is added 1 ml. of benzyl triethylammonium hydroxide. The mixture is stirred under nitrogen at room temperature for 24 hours. The reaction mixture is poured into water and extracted with ether. The combined ether extracts are washed with water, saturated sodium chloride solution and dried over magnesium sulfate. The solvent is ev... Reactants: O1[C@H](C1)CN1CCOCC1 ((S)-4-oxiranylmethyl-morpholine), N (ammonia). Run at time 18 hour. The product is NC[C@H](CN1CCOCC1)O ((R)-1-Amino-3-morpholin-4-yl-propan-2-ol). The yield is 98.6%. Reaction SMILES: [O:1]1[CH2:3][C@@H:2]1[CH2:4][N:5]1[CH2:10][CH2:9][O:8][CH2:7][CH2:6]1.[NH3:11]>>[NH2:11][CH2:3][C@@H:2]([OH:1])[CH2:4][N:5]1[CH2:10][CH2:9][O:8][CH2:7][CH2:6]1. Procedure: (S)-4-oxiranylmethyl-morpholine 78b (5.52 g, 38.6 mmol) was added slowly with 395 ml of aqueous ammonia (25%, 5.8 mol) in an ice-water bath while maintaining the temperature below 0° C. Upon the completion of the addition, the reaction mixture was naturally warmed to room temperature, and stirred for another 18 hours. After thin lay chromatography showed the disappearance of starting materials, the reaction was stopped. The reaction solution was concentrated under reduced pressure to remove the ... The reactants are COC1=NC=CC(=C1)C(C)(O)C1=CC=CC=2N1N=C(N2)NC2=CC=C(C=C2)C(F)(F)F (1-(2-Methoxypyridin-4-yl)-1-(2-(4-(trifluoromethyl)phenylamino)-[1,2,4]triazolo[1,5-a]pyridin-5-yl)ethanol), C[Mg]Br (methylmagnesium bromide), [Cl-].[NH4+] (ammonium chloride), C[Mg]Br (Methylmagnesium bromide), (2-methoxypyridin-4-yl)(2-(4-(trifluoromethyl)phenylamino)-[1,2,4]triazolo[1,5-c]pyridin-5-yl)methanone. Solvent: O (water), C(C)(=O)OCC (ethyl acetate), O1CCCC1 (tetrahydrofuran). Run at temperature 0 celsius, time 50 minute. Yields the product FC(C1=CC=C(C=C1)NC1=NN2C(C=CC=C2C(C)C2=CC(NC=C2)=O)=N1)(F)F (4-(1-(2-(4-(Trifluoromethyl)phenylamino)-[1,2,4]triazolo[1,5-a]pyridin-5-yl)ethyl)pyridin-2(1H)-one). Yield: 93.0%. As a reaction SMILES: C[O:2][C:3]1[CH:8]=[C:7]([C:9]([C:12]2[N:17]3[N:18]=[C:19]([NH:21][C:22]4[CH:27]=[CH:26][C:25]([C:28]([F:31])([F:30])[F:29])=[CH:24][CH:23]=4)[N:20]=[C:16]3[CH:15]=[CH:14][CH:13]=2)(O)[CH3:10])[CH:6]=[CH:5][N:4]=1.C[Mg]Br.[Cl-].[NH4+]>O1CCCC1.O.C(OCC)(=O)C>[F:30][C:28]([F:29])([F:31])[C:25]1[CH:26]=[CH:27][C:22]([NH:21][C:19]2[N:20]=[C:16]3[CH:15]=[CH:14][CH:13]=[C:12]([CH:9]([C:7]4[CH:6]=[CH:5][NH:4][C:3](=[O:2])[CH:8]=4)[CH3:10])[N:17]3[N:18]=2)=[CH:23][CH:24]=1 |f:2.3|. Procedure: 1-(2-Methoxypyridin-4-yl)-1-(2-(4-(trifluoromethyl)phenylamino)-[1,2,4]triazolo[1,5-a]pyridin-5-yl)ethanol. Methylmagnesium bromide (1.390 mL, 4.17 mmol, 3 M solution in diethyl ether) was added dropwise to a stirred solution of (2-methoxypyridin-4-yl)(2-(4-(trifluoromethyl)phenylamino)-[1,2,4]triazolo[1,5-c]pyridin-5-yl)methanone (0.431 g, 1.043 mmol) in tetrahydrofuran (20 mL) at 0° C. under nitrogen. The reaction instantly became red-colored upon addition of the methylmagnesium bromide but th... Starting materials: C(C(=O)Cl)(=O)Cl (Oxalyl chloride), ClCC1=CC=C(C(=O)O)C=C1 (4-(chloromethyl)benzoic acid). The reagents and catalysts are CN(C=O)C (N,N-dimethylformamide). Solvent: ClCCl (dichloromethane). Reaction conditions: time 1 hour. Yields the product ClCC1=CC=C(C(=O)Cl)C=C1 (4-(chloromethyl)benzoyl chloride). Reaction SMILES: [C:1](Cl)(=O)[C:2]([Cl:4])=[O:3].[Cl:7][CH2:8][C:9]1[CH:17]=[CH:16]C(C(O)=O)=[CH:11][CH:10]=1>ClCCl.CN(C)C=O>[Cl:7][CH2:8][C:9]1[CH:17]=[CH:16][C:1]([C:2]([Cl:4])=[O:3])=[CH:11][CH:10]=1. Reported procedure: Oxalyl chloride (4.4 mL of 2M in chloroform, 8.8 mmol) was added to a suspension of 4-(chloromethyl)benzoic acid (1 g, 5.7 mmol) in dichloromethane. N,N-dimethylformamide (4 drops) was added to catalyze the reaction. After 1 hour analysis by HPLC indicated 100% clean conversion. The reaction mixture was concentrated under vacuum to provide 4-(chloromethyl)benzoyl chloride. Starting materials: C1COCCN1, CO, O=S(=O)(Nc1cccc(C2CO2)c1)c1ccc(-c2ccc(F)cc2F)cc1. The product is O=S(=O)(Nc1cccc(C(CO)N2CCOCC2)c1)c1ccc(-c2ccc(F)cc2F)cc1. Reaction SMILES: [CH2:28]1[CH2:29][O:30][CH2:31][CH2:32][NH:33]1.[CH3:34][OH:35].[F:1][c:2]1[c:3](-[c:9]2[cH:10][cH:11][c:12]([S:15](=[O:16])(=[O:17])[NH:18][c:19]3[cH:20][c:21]([CH:25]4[O:26][CH2:27]4)[cH:22][cH:23][cH:24]3)[cH:13][cH:14]2)[cH:4][cH:5][c:6]([F:8])[cH:7]1>>[F:1][c:2]1[c:3](-[c:9]2[cH:10][cH:11][c:12]([S:15](=[O:16])(=[O:17])[NH:18][c:19]3[cH:20][c:21]([CH:25]([CH2:27][OH:26])[N:33]4[CH2:28][CH2:29][O:30][CH2:31][CH2:32]4)[cH:22][cH:23][cH:24]3)[cH:13][cH:14]2)[cH:4][cH:5][c:6]([F:8])[cH:7]1.